Dataset: the Open Reaction Database (ORD), a public repository of structured organic reaction records. Task: describe an organic reaction: reactants, conditions, products, and yield Reactants: [Cl-].ClC1=NC2=CC=CC=C2C(=N1)[N+]1=CC=CC=C1 (1-(2-chloroquinazoline-4-yl)pyridinium chloride). Solvent: N1=CC=CC=C1 (pyridine). Reaction conditions: time 3 day. Product: [Cl-].[Cl-].N1=C(N=C(C2=CC=CC=C12)[N+]1=CC=CC=C1)[N+]1=CC=CC=C1 (1,1'-(2,4-quinazolinediyl)bis[pyridinium] dichloride). RXN SMILES: [Cl-:1].[Cl:2][C:3]1[N:12]=[C:11]([N+:13]2[CH:18]=[CH:17][CH:16]=[CH:15][CH:14]=2)[C:10]2[C:5](=[CH:6][CH:7]=[CH:8][CH:9]=2)[N:4]=1>N1C=CC=CC=1>[Cl-:2].[Cl-:1].[N:4]1[C:5]2[C:10](=[CH:9][CH:8]=[CH:7][CH:6]=2)[C:11]([N+:13]2[CH:18]=[CH:17][CH:16]=[CH:15][CH:14]=2)=[N:12][C:3]=1[N+:13]1[CH:18]=[CH:17][CH:16]=[CH:15][CH:14]=1 |f:0.1,3.4.5|. Reported procedure: A 10-g portion of 1-(2-chloroquinazoline-4-yl)pyridinium chloride was added to 100 ml of pyridine under a calcium sulfate drying tube, refluxed 11/2 hours, then allowed to stir 3 days. The reaction was filtered and the solid was rinsed with pyridine, then ether, and dried in vacuo giving 10.4 g of 1,1'-(2,4-quinazolinediyl)bis[pyridinium] dichloride (m.p. 156°-162° C.). Starting materials: C(C(C)C)C1=CC=C(C=C1)C(C)O (α-(4-isobutylphenyl)ethyl alcohol), CS(=O)C (dimethyl sulfoxide). Reagents/catalysts: [N+](=O)([O-])C1=CC(=CC=C1)[N+](=O)[O-] (m-dinitrobenzene). The solvent is O (water). Conditions: temperature 160 celsius, time 8 hour. The product is C(C(C)C)C1=CC=C(C=C)C=C1 (4-isobutylstyrene). The yield is 77.9%. As a reaction SMILES: [CH2:1]([C:5]1[CH:10]=[CH:9][C:8]([CH:11](O)[CH3:12])=[CH:7][CH:6]=1)[CH:2]([CH3:4])[CH3:3].CS(C)=O>O.[N+](C1C=CC=C([N+]([O-])=O)C=1)([O-])=O>[CH2:1]([C:5]1[CH:6]=[CH:7][C:8]([CH:11]=[CH2:12])=[CH:9][CH:10]=1)[CH:2]([CH3:4])[CH3:3]. Reported procedure: To 6 g of α-(4-isobutylphenyl)ethyl alcohol were added 12 g of dimethyl sulfoxide and 0.1 g of m-dinitrobenzene as a polymerization inhibitor. The mixture was stirred at 160° C. for 8 hours. The resultant reaction liquor was cooled, diluted with water and then subjected to extraction with benzene. After the resulting organic layer was dried with magnesium sulfate, the solvent was distilled off. The residue thus obtained was distilled to give 4.2 g of 4-isobutylstyrene having the following physic...